Dataset: the Open Reaction Database (ORD), a public repository of structured organic reaction records. Task: describe an organic reaction: reactants, conditions, products, and yield Reactants: C(C)N(CCCN1N=C(C2=C(C=CC=C12)Cl)N)CC (1-(3-diethylaminopropyl)-3-amino-4-chloroindazole), Br.BrCCCN(CC)CC (3-bromopropyldiethylamine hydrobromide), NC1=NNC2=CC=CC(=C12)Cl (3-amino-4-chloroindazole), Br.BrCCCN1CCOCC1 (3-bromopropylmorpholine hydrobromide), NC1=NNC2=CC=C(C=C12)Cl (3-amino-5-chloroindazole). Yields the product O1CCN(CC1)CCCN1N=C(C2=CC(=CC=C12)Cl)N (1-(3-morpholinopropyl)-3-amino-5-chloroindazole). Isolated yield 110.7%. RXN SMILES: C(N(CC)CCCN1C2C(=C(Cl)C=CC=2)C(N)=N1)C.Br.Br[CH2:22][CH2:23][CH2:24][N:25]1[CH2:30][CH2:29][O:28][CH2:27][CH2:26]1.[NH2:31][C:32]1[C:40]2[C:35](=[CH:36][CH:37]=[C:38]([Cl:41])[CH:39]=2)[NH:34][N:33]=1.Br.BrCCCN(CC)CC.NC1C2C(=CC=CC=2Cl)NN=1>>[O:28]1[CH2:29][CH2:30][N:25]([CH2:24][CH2:23][CH2:22][N:34]2[C:35]3[C:40](=[CH:39][C:38]([Cl:41])=[CH:37][CH:36]=3)[C:32]([NH2:31])=[N:33]2)[CH2:26][CH2:27]1 |f:1.2,4.5|. Procedure: The same procedures for preparing 1-(3-diethylaminopropyl)-3-amino-4-chloroindazole as described in Example 89 were repeated except that 5.03 g of 3-bromopropylmorpholine hydrobromide and 5.66 g of 3-amino-5-chloroindazole were employed instead of the 3-bromopropyldiethylamine hydrobromide and the 3-amino-4-chloroindazole, respectively. As a result, 5.68 g of 1-(3-morpholinopropyl)-3-amino-5-chloroindazole was obtained. Starting materials: Cl (hydrochloric acid), C1=CC=CC=2C3=CC=CC=C3C(C12)COC(NC1=CC=C(C=C1)SC1=C(C=C(C=C1)C(NC=1C=NC=C(C1)F)=O)NC=1C2=C(N=CN1)N=C(C=C2)C(C)C)=O ({4-[4-(5-Fluoro-pyridin-3-ylcarbamoyl)-2-(7-isopropyl-pyrido[2,3-d]pyrimidin-4-ylamino)-phenylsulfanyl]-phenyl}-carbamic acid 9H-fluoren-9-ylmethyl ester), O.[OH-].[Li+] (lithium hydroxide monohydrate). Run in C(C)(=O)OCC (ethyl acetate), O (water), O1CCOCC1 (1,4-dioxane), O (water). Conditions: temperature 70 celsius. The product is NC1=CC=C(C=C1)SC1=C(C=C(C(=O)NC=2C=NC=C(C2)F)C=C1)NC=1C2=C(N=CN1)N=C(C=C2)C(C)C (4-(4-Amino-phenylsulfanyl)-N-(5-fluoro-pyridin-3-yl)-3-(7-isopropyl-pyrido[2,3-d]pyrimidin-4-ylamino)-benzamide). The yield is 61.0%. Reaction SMILES: C1C2C(COC(=O)[NH:17][C:18]3[CH:23]=[CH:22][C:21]([S:24][C:25]4[CH:30]=[CH:29][C:28]([C:31](=[O:40])[NH:32][C:33]5[CH:34]=[N:35][CH:36]=[C:37]([F:39])[CH:38]=5)=[CH:27][C:26]=4[NH:41][C:42]4[C:43]5[CH:51]=[CH:50][C:49]([CH:52]([CH3:54])[CH3:53])=[N:48][C:44]=5[N:45]=[CH:46][N:47]=4)=[CH:20][CH:19]=3)C3C(=CC=CC=3)C=2C=CC=1.O.[OH-].[Li+].Cl>O1CCOCC1.O.C(OCC)(=O)C>[NH2:17][C:18]1[CH:23]=[CH:22][C:21]([S:24][C:25]2[CH:30]=[CH:29][C:28]([C:31]([NH:32][C:33]3[CH:34]=[N:35][CH:36]=[C:37]([F:39])[CH:38]=3)=[O:40])=[CH:27][C:26]=2[NH:41][C:42]2[C:43]3[CH:51]=[CH:50][C:49]([CH:52]([CH3:54])[CH3:53])=[N:48][C:44]=3[N:45]=[CH:46][N:47]=2)=[CH:20][CH:19]=1 |f:1.2.3|. Procedure details: A solution of the product of Example 224F (118.9 mg, 0.159 mmol) in 1,4-dioxane (3 mL) was treated with a solution of lithium hydroxide monohydrate (13.3 mg, 0.318 mmol) in water (1.5 mL) at ambient temperature, then heated at 70° C. for 45 minutes. The reaction was cooled to room temperature, diluted with ethyl acetate (100 mL) and water (30 mL), adjusted the aqueous pH to 6 with 1N aqueous hydrochloric acid, and separated the layers. The organic phase was washed with water (2×25 mL) and brine ...